From a dataset of the Open Reaction Database (ORD), a public repository of structured organic reaction records. describe an organic reaction: reactants, conditions, products, and yield The reactants are C(O)([O-])=O.[Na+] (sodium hydrogencarbonate), N1CCCCC1 (piperidine), Cl.N=C1SC(=CN1C1=CC(=CC=C1)C(F)(F)F)C (2-imino-3-(3-trifluoromethylphenyl)-5-methylthiazoline hydrochloride), FC(=C(F)F)F (tetrafluoroethylene). The solvent is CN(C=O)C (N,N-dimethylformamide). Conditions: temperature 50 celsius, time 10 hour. The product is FC(C(=O)N=C1SC(=CN1C1=CC(=CC=C1)C(F)(F)F)C)F (2-difluoroacetylimino-3-(3-trifluoromethylphenyl)-5-methylthiazoline). The yield is 49.0%. Reaction SMILES: N1CCCCC1.[F:7][C:8]([F:12])=[C:9](F)F.Cl.[NH:14]=[C:15]1[N:19]([C:20]2[CH:25]=[CH:24][CH:23]=[C:22]([C:26]([F:29])([F:28])[F:27])[CH:21]=2)[CH:18]=[C:17]([CH3:30])[S:16]1.C(=O)([O-])[OH:32].[Na+]>CN(C)C=O>[F:7][CH:8]([F:12])[C:9]([N:14]=[C:15]1[N:19]([C:20]2[CH:25]=[CH:24][CH:23]=[C:22]([C:26]([F:29])([F:27])[F:28])[CH:21]=2)[CH:18]=[C:17]([CH3:30])[S:16]1)=[O:32] |f:2.3,4.5|. Procedure details: A solution of piperidine (0.57 g, 6.7 mmol) in N,N-dimethylformamide (10 ml) charged in a reaction flask was reacted with tetrafluoroethylene, which was made to flow into the flask (ca. 0.7 liter/hr), with vigorous stirring at 50° C. for 10 hours. After cooling to an ambient temperature, 2-imino-3-(3-trifluoromethylphenyl)-5-methylthiazoline hydrochloride (1.29 g, 5.0 mmol) was added tothe reaction mixture and allowed to react overnight at room temperature and then at 50° C. for 8 hours. After c... Starting materials: CCC(C)(C)c1ccc(O)c(C(=O)O)c1, Cc1cc([N+](=O)[O-])ccc1N, ClP(Cl)Cl, Cc1ccccc1C. Product: CCC(C)(C)c1ccc(O)c(C(=O)Nc2ccc([N+](=O)[O-])cc2C)c1. Reaction SMILES: [C:1]([CH3:2])([CH3:3])([CH2:4][CH3:5])[c:6]1[cH:7][cH:8][c:9]([OH:15])[c:10]([C:11](=[O:12])[OH:13])[cH:14]1.[CH3:16][c:17]1[c:18]([NH2:19])[cH:20][cH:21][c:22]([N+:24](=[O:25])[O-:26])[cH:23]1.[Cl:27][P:28]([Cl:29])[Cl:30].[c:31]1([CH3:32])[c:33]([CH3:34])[cH:35][cH:36][cH:37][cH:38]1>>[C:1]([CH3:2])([CH3:3])([CH2:4][CH3:5])[c:6]1[cH:7][cH:8][c:9]([OH:15])[c:10]([C:11](=[O:13])[NH:19][c:18]2[c:17]([CH3:16])[cH:23][c:22]([N+:24](=[O:25])[O-:26])[cH:21][cH:20]2)[cH:14]1. The reactants are COS(=O)(=O)OC, O=C(O)c1cc(S(=O)(=O)N2CCC(O)C(O)C2)ccc1Cl, [Na+], [OH-], O. Yields the product COC1CN(S(=O)(=O)c2ccc(Cl)c(C(=O)O)c2)CCC1O. As a reaction SMILES: [CH3:24][O:25][S:26]([O:27][CH3:28])(=[O:29])=[O:30].[Cl:1][c:2]1[c:3]([C:4](=[O:5])[OH:6])[cH:7][c:8]([S:11](=[O:12])(=[O:13])[N:14]2[CH2:15][CH:16]([OH:21])[CH:17]([OH:20])[CH2:18][CH2:19]2)[cH:9][cH:10]1.[Na+:23].[OH-:22].[OH2:31]>>[Cl:1][c:2]1[c:3]([C:4](=[O:5])[OH:6])[cH:7][c:8]([S:11](=[O:12])(=[O:13])[N:14]2[CH2:15][CH:16]([O:21][CH3:24])[CH:17]([OH:20])[CH2:18][CH2:19]2)[cH:9][cH:10]1. The reactants are Br, CCC(=O)O, Cc1ccc(S(=O)(=O)N2Cc3ccc(-c4c(F)cc5c(=O)c(C(=O)O)cn(C6CC6)c5c4C)cc3C2)cc1, Oc1ccccc1. Product: Br, Cc1c(-c2ccc3c(c2)CNC3)c(F)cc2c(=O)c(C(=O)O)cn(C3CC3)c12. As a reaction SMILES: [BrH:51].[CH3:46][CH2:47][C:48](=[O:49])[OH:50].[CH:1]1([n:4]2[cH:5][c:6]([C:36](=[O:37])[OH:38])[c:7](=[O:35])[c:8]3[cH:9][c:10]([F:34])[c:11](-[c:15]4[cH:16][c:17]5[c:21]([cH:22][cH:23]4)[CH2:20][N:19]([S:24]([c:25]4[cH:26][cH:27][c:28]([CH3:29])[cH:30][cH:31]4)(=[O:32])=[O:33])[CH2:18]5)[c:12]([CH3:14])[c:13]23)[CH2:2][CH2:3]1.[OH:39][c:40]1[cH:41][cH:42][cH:43][cH:44][cH:45]1>>[BrH:51].[CH:1]1([n:4]2[cH:5][c:6]([C:36](=[O:37])[OH:38])[c:7](=[O:35])[c:8]3[cH:9][c:10]([F:34])[c:11](-[c:15]4[cH:16][c:17]5[c:21]([cH:22][cH:23]4)[CH2:20][NH:19][CH2:18]5)[c:12]([CH3:14])[c:13]23)[CH2:2][CH2:3]1.